Dataset: the Open Reaction Database (ORD), a public repository of structured organic reaction records. Task: describe an organic reaction: reactants, conditions, products, and yield Yields the product NC1=C(C=C(C(=C1)Cl)OC)C(CS(N(C)C)(=O)=O)=O (1-(2-amino-4-chloro-5-methoxyphenyl)-2-(N,N-dimethylsulphamoyl)ethanone). Starting materials: CN(S(=O)(=O)C)C (N,N-dimethylmethanesulphonamide), C(CCC)[Li] (n-butyl lithium), NC1=C(C(=O)OCC)C=C(C(=C1)Cl)OC (ethyl 2-amino-4-chloro-5-methoxybenzoate). Procedure details: In a similar manner to tht described in Example 12(a), N,N-dimethylmethanesulphonamide was reacted with n-butyl lithium and the product reacted with ethyl 2-amino-4-chloro-5-methoxybenzoate to give the novel compound 1-(2-amino-4-chloro-5-methoxyphenyl)-2-(N,N-dimethylsulphamoyl)ethanone, m.p. 59°-62°. Reaction SMILES: [CH3:1][N:2]([CH3:7])[S:3]([CH3:6])(=[O:5])=[O:4].C([Li])CCC.[NH2:13][C:14]1[CH:24]=[C:23]([Cl:25])[C:22]([O:26][CH3:27])=[CH:21][C:15]=1[C:16](OCC)=[O:17]>>[NH2:13][C:14]1[CH:24]=[C:23]([Cl:25])[C:22]([O:26][CH3:27])=[CH:21][C:15]=1[C:16](=[O:17])[CH2:6][S:3](=[O:5])(=[O:4])[N:2]([CH3:7])[CH3:1].